describe an organic reaction: reactants, conditions, products, and yield From a dataset of the Open Reaction Database (ORD), a public repository of structured organic reaction records. The reactants are C=CC(=O)OCC, CC(=O)O, Nc1ccc(F)cc1F, O=N[O-], [Na+], O, [Pd], O=S(=O)(O)O, O=C(C=Cc1ccccc1)C=Cc1ccccc1, O=C(C=Cc1ccccc1)C=Cc1ccccc1. Yields the product CCOC(=O)C=Cc1ccc(F)cc1F. As a reaction SMILES: [C:19]([CH:20]=[CH2:21])(=[O:22])[O:23][CH2:24][CH3:25].[CH3:26][C:27](=[O:28])[OH:29].[F:1][c:2]1[c:3]([NH2:4])[cH:5][cH:6][c:7]([F:9])[cH:8]1.[N:15]([O-:16])=[O:17].[Na+:18].[OH2:30].[Pd:67].[S:10](=[O:11])(=[O:12])([OH:13])[OH:14].[c:31]1([CH:32]=[CH:33][C:34](=[O:35])[CH:36]=[CH:37][c:38]2[cH:39][cH:40][cH:41][cH:42][cH:43]2)[cH:44][cH:45][cH:46][cH:47][cH:48]1.[c:49]1([CH:50]=[CH:51][C:52](=[O:53])[CH:54]=[CH:55][c:56]2[cH:57][cH:58][cH:59][cH:60][cH:61]2)[cH:62][cH:63][cH:64][cH:65][cH:66]1>>[F:1][c:2]1[c:3]([CH:21]=[CH:20][C:19](=[O:22])[O:23][CH2:24][CH3:25])[cH:5][cH:6][c:7]([F:9])[cH:8]1. Reactants: C(C)(C)(C)OC(=O)N[C@@H](CCCCNC(C)C)C(=O)O (Nα-tert-Butyloxycarbonyl-Nε-isopropyl lysine), C[Si](C)(C)C=[N+]=[N-] (trimethylsilyldiazomethan), methyl ester amine, 2-(pinacolborono)benzyl bromide. Solvent: C(C)O (ethanol), CCOCC (ether). Yields the product N[C@@H](CCCCN)C(=O)OC (methyl lysinate). RXN SMILES: C(OC([NH:8][C@H:9]([C:18]([OH:20])=[O:19])[CH2:10][CH2:11][CH2:12][CH2:13][NH:14]C(C)C)=O)(C)(C)C.[CH3:21][Si](C=[N+]=[N-])(C)C>C(O)C.CCOCC>[NH2:8][C@H:9]([C:18]([O:20][CH3:21])=[O:19])[CH2:10][CH2:11][CH2:12][CH2:13][NH2:14]. Procedure: Nα-tert-Butyloxycarbonyl-Nε-isopropyl lysine (SennChem) was reacted with trimethylsilyldiazomethan in ethanol. The resulting methyl ester amine was reacted with 2-(pinacolborono)benzyl bromide in ether and TEA to give Nα-tert-butyloxycarbonyl, Nε-isopropyl, Nε-(2-pinacolboronobenzyl) methyl lysinate: